Dataset: the Open Reaction Database (ORD), a public repository of structured organic reaction records. Task: describe an organic reaction: reactants, conditions, products, and yield Starting materials: C1CCOC1, COc1cc2ncnc(Sc3cccc(N)c3)c2cc1OC, CN(C)c1ccncc1, CC(CF)(CF)c1cc(NC(=O)Oc2ccccc2)no1. Product: COc1cc2ncnc(Sc3cccc(NC(=O)Nc4cc(C(C)(CF)CF)on4)c3)c2cc1OC. RXN SMILES: [CH2:53]1[O:54][CH2:55][CH2:56][CH2:57]1.[CH3:22][O:23][c:24]1[cH:25][c:26]2[c:27]([S:36][c:37]3[cH:38][c:39]([NH2:40])[cH:41][cH:42][cH:43]3)[n:28][cH:29][n:30][c:31]2[cH:32][c:33]1[O:34][CH3:35].[CH3:44][N:45]([CH3:46])[c:47]1[cH:48][cH:49][n:50][cH:51][cH:52]1.[F:1][CH2:2][C:3]([CH2:4][F:5])([CH3:6])[c:7]1[cH:8][c:9]([NH:12][C:13]([O:14][c:15]2[cH:16][cH:17][cH:18][cH:19][cH:20]2)=[O:21])[n:10][o:11]1>>[F:1][CH2:2][C:3]([CH2:4][F:5])([CH3:6])[c:7]1[cH:8][c:9]([NH:12][C:13](=[O:21])[NH:40][c:39]2[cH:38][c:37]([S:36][c:27]3[c:26]4[cH:25][c:24]([O:23][CH3:22])[c:33]([O:34][CH3:35])[cH:32][c:31]4[n:30][cH:29][n:28]3)[cH:43][cH:42][cH:41]2)[n:10][o:11]1. Reactants: OC1=CC=C(C(=O)OCC)C=C1 (ethyl 4-hydroxybenzoate), [N+](=O)(O)[O-] (nitric acid), ice, ice water. Run in C(C)(=O)O (acetic acid), C(C)(=O)O (acetic acid). Run at temperature 40 celsius, time 1 hour. Product: [N+](=O)([O-])C=1C=C(C(=O)OCC)C=CC1O (ethyl 3-nitro-4-hydroxybenzoate). Reaction SMILES: [OH:1][C:2]1[CH:12]=[CH:11][C:5]([C:6]([O:8][CH2:9][CH3:10])=[O:7])=[CH:4][CH:3]=1.[N+:13]([O-])([OH:15])=[O:14]>C(O)(=O)C>[N+:13]([C:12]1[CH:11]=[C:5]([CH:4]=[CH:3][C:2]=1[OH:1])[C:6]([O:8][CH2:9][CH3:10])=[O:7])([O-:15])=[O:14]. Reported procedure: To a stirred solution of 20.0 grams (0.12 mole) of ethyl 4-hydroxybenzoate in 200 mL of acetic acid was added a solution of 7.5 mL (excess) of 70% nitric acid in 30 mL of acetic acid. After the reaction mixture stirred for about one hour, it gradually turned orange and warmed to about 40° C. The reaction mixture was stirred for an additional eighteen hours and then was poured into 800 mL of ice-water. The mixture was stirred until the ice melted, and filtered to collect a solid, which was dissol... Starting materials: COc1ccc(CN)cc1, N#Cc1cnc(Cl)c2c1sc1cc(C(F)(F)F)ccc12, Cl, [K+], [K+], [K+], [K+], O=C([O-])[O-], CN(C)C=O, O, O=P([O-])([O-])O. The product is COc1ccc(CNc2ncc(C#N)c3sc4cc(C(F)(F)F)ccc4c23)cc1. RXN SMILES: [CH3:21][O:22][c:23]1[cH:24][cH:25][c:26]([CH2:27][NH2:28])[cH:29][cH:30]1.[Cl:1][c:2]1[n:3][cH:4][c:5]([C:19]#[N:20])[c:6]2[c:7]1[c:8]1[c:9]([s:10]2)[cH:11][c:12]([C:15]([F:16])([F:17])[F:18])[cH:13][cH:14]1.[ClH:37].[K+:31].[K+:32].[K+:43].[K+:44].[O-:33][C:34]([O-:35])=[O:36].[O:45]=[CH:46][N:47]([CH3:48])[CH3:49].[OH2:50].[P:38]([O-:39])([O-:40])([OH:41])=[O:42]>>[c:2]1([NH:28][CH2:27][c:26]2[cH:25][cH:24][c:23]([O:22][CH3:21])[cH:30][cH:29]2)[n:3][cH:4][c:5]([C:19]#[N:20])[c:6]2[c:7]1[c:8]1[c:9]([s:10]2)[cH:11][c:12]([C:15]([F:16])([F:17])[F:18])[cH:13][cH:14]1. Starting materials: CC=1C=C(SC1)CCO (2-(4-methylthiophen-2-yl)ethanol), C(C)(C)N(CC)C(C)C (diisopropylethylamine), CC(C)(C)[Si](C)(C)Cl (TBSCl). Run in C(Cl)Cl (DCM), C(Cl)Cl (DCM). Product: C(C)(C)(C)[Si](OCCC=1SC=C(C1)C)(C)C (tert-butyldimethyl(2-(4-methylthiophen-2-yl)ethoxy)silane). The yield is 94.2%. As a reaction SMILES: [CH3:1][C:2]1[CH:3]=[C:4]([CH2:7][CH2:8][OH:9])[S:5][CH:6]=1.C(N(C(C)C)CC)(C)C.[CH3:19][C:20]([Si:23](Cl)([CH3:25])[CH3:24])([CH3:22])[CH3:21]>C(Cl)Cl>[C:20]([Si:23]([CH3:25])([CH3:24])[O:9][CH2:8][CH2:7][C:4]1[S:5][CH:6]=[C:2]([CH3:1])[CH:3]=1)([CH3:22])([CH3:21])[CH3:19]. Procedure details: To a solution of 2-(4-methylthiophen-2-yl)ethanol (3.0 g, 21.1 mmol) and diisopropylethylamine (4.1 g, 31.7 mmol) in dry DCM (50 mL) at 0° C. was added TBSCl (4.8 g, 32.0 mmol) in dry DCM (20 mL) dropwise and the mixture was then warmed to room temperature gradually. After the alcohol was consumed completely, water (10 mL) was added. The resulting mixture was extracted with DCM (3×100 mL), washed with brine, and dried over anhydrous Na2SO4. After filtration and concentration, the crude product w... The reagents and catalysts are [Pd] (palladium on carbon). Starting materials: OC1C=C(CC1)C1=CC(=C2C(=N1)CCC2)NC2=CC=C(C=C2)CC(=O)OCC (ethyl 2-(4-((2-(3-hydroxycyclopent-1-en-1-yl)-6,7-dihydro-5H-cyclopenta[b]pyridin-4-yl)amino)phenyl)acetate). Reported procedure: A 250-mL round bottom flask was charged with ethyl 2-(4-((2-(3-hydroxycyclopent-1-en-1-yl)-6,7-dihydro-5H-cyclopenta[b]pyridin-4-yl)amino)phenyl)acetate (0.109 g, 0.29 mmol) and 10% palladium on carbon (0.028 g) in 1:1 ethyl acetate/ethanol (12 mL). This mixture was vigorously stirred under H2 (1 atm) for 4 h. After this time, the mixture was filtered through celite and the filtrate concentrated under reduced pressure. The residue was purified by preparative HPLC (water/acetonitrile with 0.05% T... Reaction conditions: time 4 hour. As a reaction SMILES: [OH:1][CH:2]1[CH2:6][CH2:5][C:4]([C:7]2[N:12]=[C:11]3[CH2:13][CH2:14][CH2:15][C:10]3=[C:9]([NH:16][C:17]3[CH:22]=[CH:21][C:20]([CH2:23][C:24]([O:26][CH2:27][CH3:28])=[O:25])=[CH:19][CH:18]=3)[CH:8]=2)=[CH:3]1>[Pd].C(OCC)(=O)C.C(O)C>[OH:1][CH:2]1[CH2:6][CH2:5][CH:4]([C:7]2[N:12]=[C:11]3[CH2:13][CH2:14][CH2:15][C:10]3=[C:9]([NH:16][C:17]3[CH:18]=[CH:19][C:20]([CH2:23][C:24]([O:26][CH2:27][CH3:28])=[O:25])=[CH:21][CH:22]=3)[CH:8]=2)[CH2:3]1 |f:2.3|. The product is OC1CC(CC1)C1=CC(=C2C(=N1)CCC2)NC2=CC=C(C=C2)CC(=O)OCC (ethyl 2-(4-((2-(3-hydroxycyclopentyl)-6,7-dihydro-5H-cyclopenta[b]pyridin-4-yl)amino)phenyl)acetate). Solvent: C(C)(=O)OCC.C(C)O (ethyl acetate ethanol). Starting materials: [BH4-].[Na+] (sodium borohydride), NCC(OCC)OCC (1-amino-2,2-diethoxyethane), C(C)OC(C(F)F)O (difluoroacetaldehyde ethyl hemiacetal), [OH-].[Na+] (NaOH). Run in CO (methanol), C1(=CC=CC=C1)C (toluene), CO.C(Cl)Cl (MeOH DCM). Run at time 8 hour. Yields the product C(C)OC(CNCC(F)F)OCC ((2,2-Diethoxyethyl)-(2,2-difluoroethyl)amine). Isolated yield 69.9%. As a reaction SMILES: [NH2:1][CH2:2][CH:3]([O:7][CH2:8][CH3:9])[O:4][CH2:5][CH3:6].C(O[CH:13](O)[CH:14]([F:16])[F:15])C.[OH-].[Na+].[BH4-].[Na+]>C1(C)C=CC=CC=1.CO.CO.C(Cl)Cl>[CH2:5]([O:4][CH:3]([O:7][CH2:8][CH3:9])[CH2:2][NH:1][CH2:13][CH:14]([F:16])[F:15])[CH3:6] |f:2.3,4.5,8.9|. Reported procedure: A solution of 3 g (22.5 mmol) of 1-amino-2,2-diethoxyethane, 3.1 g (24.8 mmol) of difluoroacetaldehyde ethyl hemiacetal and 1 pellet of solid NaOH in 44 ml of toluene was heated at 120° C. with a Dean-Stark trap for 1.5 hours. The mixture was left to stand until it had cooled to room temperature and was concentrated in vacuo. The residue was diluted with 80 ml of methanol, and 3.4 g (90 mmol) of sodium borohydride were added in small quantities. The reaction mixture was then stirred overnight, c... Starting materials: COC(=O)NC1CCN(C(=O)OC(C)(C)C)CC1, [H-], CI, [K+], [Na+], CN(C)C=O, O=S(=O)([O-])O. Yields the product COC(=O)N(C)C1CCN(C(=O)OC(C)(C)C)CC1. Reaction SMILES: [C:1]([CH3:2])([CH3:3])([CH3:4])[O:5][C:6](=[O:7])[N:8]1[CH2:9][CH2:10][CH:11]([NH:14][C:15](=[O:16])[O:17][CH3:18])[CH2:12][CH2:13]1.[H-:20].[I:21][CH3:22].[K+:28].[Na+:19].[O:29]=[CH:30][N:31]([CH3:32])[CH3:33].[S:23](=[O:24])(=[O:25])([OH:26])[O-:27]>>[C:1]([CH3:2])([CH3:3])([CH3:4])[O:5][C:6](=[O:7])[N:8]1[CH2:9][CH2:10][CH:11]([N:14]([C:15](=[O:16])[O:17][CH3:18])[CH3:22])[CH2:12][CH2:13]1. The reactants are C(CCC)[Li] (n-Butyllithium), BrC1=CC(=C(OCOCC[Si](C)(C)C)C=C1C)OC ([2-(4-Bromo-2-methoxy-5-methyl-phenoxymethoxy)-ethyl]-trimethyl-silane), C1CCOC1 (THF), B(OC)(OC)OC (trimethyl borate), C1CCOC1 (THF). Reaction conditions: temperature 0 celsius, time 30 minute. The product is COC=1C=CC(C(C1)(OCOCC[Si](C)(C)C)B(O)O)C (5-methoxy-2-methyl-1-[2-(trimethyl-silanyl)-ethoxymethoxy]-phenyl-boronic acid). The yield is 47.0%. As a reaction SMILES: Br[C:2]1[C:16](C)=[CH:15][C:5]([O:6][CH2:7][O:8][CH2:9][CH2:10][Si:11]([CH3:14])([CH3:13])[CH3:12])=[C:4](OC)[CH:3]=1.[CH2:20]([Li])CCC.[B:25](OC)([O:28]C)[O:26]C.C1C[O:35][CH2:34]C1>>[CH3:34][O:35][C:16]1[CH:2]=[CH:3][CH:4]([CH3:20])[C:5]([B:25]([OH:28])[OH:26])([O:6][CH2:7][O:8][CH2:9][CH2:10][Si:11]([CH3:12])([CH3:13])[CH3:14])[CH:15]=1. Reported procedure: [2-(4-Bromo-2-methoxy-5-methyl-phenoxymethoxy)-ethyl]-trimethyl-silane (2.6 g, 7.5 mmol) was stirred in dry THF (10 mL) at −78° C. under argon. n-Butyllithium (3.75 mL, 2.5 M in hexanes, 9.36 mmol) was added dropwise, and the reaction stirred for 30 min before it was transferred via cannula to a flask of trimethyl borate (8.4 mL, 75 mmol) in THF (15 mL), which was also stirring at −78° C. under argon. After addition was complete, the reaction stirred 30 min at −78° C. and then 30 min while warmi... Starting materials: ice water, OC1=CC2=C(CCO2)C=C1 (6-hydroxy-2,3-dihydrobenzofuran), [OH-].[Na+] (sodium hydroxide), [OH-].[K+] (potassium hydroxide), BrCC=C(CCC=C(CC)CC)C (1-bromo-7-ethyl-3-methyl-2,6-nonadiene). Solvent: CN(C=O)C (dimethylformamide), O1CCCC1 (tetrahydrofuran). Conditions: temperature 0 celsius. The product is C(C)C(=CCCC(=CCOC1=CC2=C(CCO2)C=C1)C)CC (6-[(7-ethyl-3-methyl-2,6-nonadienyl)-oxy]-2,3-dihydrobenzofuran). As a reaction SMILES: [OH:1][C:2]1[CH:10]=[CH:9][C:5]2[CH2:6][CH2:7][O:8][C:4]=2[CH:3]=1.[OH-].[K+].Br[CH2:14][CH:15]=[C:16]([CH3:25])[CH2:17][CH2:18][CH:19]=[C:20]([CH2:23][CH3:24])[CH2:21][CH3:22].[OH-].[Na+]>O1CCCC1.CN(C)C=O>[CH2:23]([C:20]([CH2:21][CH3:22])=[CH:19][CH2:18][CH2:17][C:16]([CH3:25])=[CH:15][CH2:14][O:1][C:2]1[CH:10]=[CH:9][C:5]2[CH2:6][CH2:7][O:8][C:4]=2[CH:3]=1)[CH3:24] |f:1.2,4.5|. Reported procedure: 10.9 g. of 6-hydroxy-2,3-dihydrobenzofuran are dissolved in 80 ml. of anhydrous dimethylformamide and treated, while stirring and with ice cooling at 0° C. with 5.3 g. of freshly powdered potassium hydroxide. The mixture is stirred for 1 hour at 0° C. under a nitrogen atmosphere and then added dropwise within 1 hour to a solution of 19.6 g. of 1-bromo-7-ethyl-3-methyl-2,6-nonadiene in 10 ml. of absolute tetrahydrofuran. The mixture is allowed to stir for 2 hours at 0° C. and for 2 hours at room ... Starting materials: COC(=O)c1ccc(OC)nc1, Cl, [Na+], C1CCOC1, [OH-], O. Product: COc1ccc(C(=O)O)cn1. As a reaction SMILES: [CH3:1][O:2][c:3]1[n:4][cH:5][c:6]([C:7](=[O:8])[O:9][CH3:10])[cH:11][cH:12]1.[ClH:15].[Na+:14].[O:16]1[CH2:17][CH2:18][CH2:19][CH2:20]1.[OH-:13].[OH2:21]>>[CH3:1][O:2][c:3]1[n:4][cH:5][c:6]([C:7](=[O:8])[OH:9])[cH:11][cH:12]1.